describe an organic reaction: reactants, conditions, products, and yield From a dataset of the Open Reaction Database (ORD), a public repository of structured organic reaction records. Starting materials: ClCC(C(C(=O)NC1[C@@H]2N(C(=C(CS2)C)C(=S)O)C1=O)=NOCC(=O)OC)=O (7-[4-chloro-2-(methoxycarbonylmethoxyimino)-3-oxobutyramido]-3-methylthio-3-cephem-4-carboxylic acid), NC(=S)N (thiourea), C(C)(=O)[O-].[Na+] (sodium acetate). Run in O1CCCC1 (tetrahydrofuran), O (water), O (Water). Conditions: time 3 hour. Product: NC=1SC=C(N1)C(C(=O)NC1[C@@H]2N(C(=C(CS2)C)C(=S)O)C1=O)=NOCC(=O)OC (7-[2-(2-aminothiazol-4-yl)-2-(methoxycarbonylmethoxyimino)acetamido]-3-methylthio-3-cephem-4-carboxylic acid). The yield is 73.4%. As a reaction SMILES: Cl[CH2:2][C:3](=O)[C:4](=[N:21][O:22][CH2:23][C:24]([O:26][CH3:27])=[O:25])[C:5]([NH:7][CH:8]1[C:19](=[O:20])[N:10]2[C:11]([C:16]([OH:18])=[S:17])=[C:12]([CH3:15])[CH2:13][S:14][C@H:9]12)=[O:6].[NH2:29][C:30]([NH2:32])=[S:31].C([O-])(=O)C.[Na+]>O1CCCC1.O>[NH2:32][C:30]1[S:31][CH:2]=[C:3]([C:4](=[N:21][O:22][CH2:23][C:24]([O:26][CH3:27])=[O:25])[C:5]([NH:7][CH:8]2[C:19](=[O:20])[N:10]3[C:11]([C:16]([OH:18])=[S:17])=[C:12]([CH3:15])[CH2:13][S:14][C@H:9]23)=[O:6])[N:29]=1 |f:2.3|. Reported procedure: A mixture of 7-[4-chloro-2-(methoxycarbonylmethoxyimino)-3-oxobutyramido]-3-methylthio-3-cephem-4-carboxylic acid (syn isomer) (2.6 g), thiourea (0.91 g) and sodium acetate (2.46 g) in tetrahydrofuran (10 ml) and water (20 ml) was stirred at 40° to 45° C. for 3 hours. Water (50 ml) was added to the reaction mixture and the resultant solution was washed with ethyl acetate. The separated aqueous layer was acidified to pH 2.2 with 10% hydrochloric acid and the acidified aqueous solution was extract... Reactants: [H-].[Na+] (sodium hydride), CC1=C(CNC=2C=3N(C=CC2)C(=C(N3)CO)C)C(=CC=C1)C (8-(2,6-dimethylbenzylamino)-2-hydroxymethyl-3-methylimidazo[1,2-a]pyridine), C1(CCC(=O)O1)=O (succinic anhydride). The solvent is C(C)#N (acetonitrile). Reaction conditions: time 5 minute. The product is CC1=C(CNC=2C=3N(C=CC2)C(=C(N3)COC(CCC(=O)O)=O)C)C(=CC=C1)C (4-[[8-(2,6-Dimethylbenzylamino)-3-methylimidazo[1,2-a]pyridin-2-yl]methoxy]-4-oxobutanoic Acid). Yield: 89.3%. As a reaction SMILES: [CH3:1][C:2]1[CH:21]=[CH:20][CH:19]=[C:18]([CH3:22])[C:3]=1[CH2:4][NH:5][C:6]1[C:7]2[N:8]([C:12]([CH3:17])=[C:13]([CH2:15][OH:16])[N:14]=2)[CH:9]=[CH:10][CH:11]=1.[H-].[Na+].[C:25]1(=[O:31])[O:30][C:28](=[O:29])[CH2:27][CH2:26]1>C(#N)C>[CH3:1][C:2]1[CH:21]=[CH:20][CH:19]=[C:18]([CH3:22])[C:3]=1[CH2:4][NH:5][C:6]1[C:7]2[N:8]([C:12]([CH3:17])=[C:13]([CH2:15][O:16][C:25](=[O:31])[CH2:26][CH2:27][C:28]([OH:30])=[O:29])[N:14]=2)[CH:9]=[CH:10][CH:11]=1 |f:1.2|. Procedure: To a suspension of 8-(2,6-dimethylbenzylamino)-2-hydroxymethyl-3-methylimidazo[1,2-a]pyridine (0.2 g, 0.68 mmol) in acetonitrile (10 ml) was added sodium hydride (50% in oil) (0.036 g, 0.75 mmol) and the mixture was stirred for 5 min. To the mixture was added succinic anhydride (0.1 g, 1.0 mmol) and the reaction mixture was refluxed for 20 h. The solvent was evaporated under reduced pressure. To the residue was added water and the solid that formed was isolated by filtration and washed with acet...